From a dataset of the Open Reaction Database (ORD), a public repository of structured organic reaction records. describe an organic reaction: reactants, conditions, products, and yield Yield: 51.0%. The solvent is N1=CC=CC=C1 (pyridine). RXN SMILES: [OH:1][C:2]1[C:7]([OH:8])=[C:6]([CH2:9][N:10]([CH2:15][C:16]([OH:18])=O)[CH2:11][C:12]([OH:14])=[O:13])[CH:5]=[CH:4][C:3]=1[CH2:19][N:20]([CH2:25][C:26]([OH:28])=O)[CH2:21][C:22]([OH:24])=[O:23]>N1C=CC=CC=1>[C:2]([O:1][C:2]1[C:3]([CH2:19][N:20]2[CH2:25][C:26](=[O:28])[O:23][C:22](=[O:24])[CH2:21]2)=[CH:4][CH:5]=[C:6]([CH2:9][N:10]2[CH2:11][C:12](=[O:14])[O:13][C:16](=[O:18])[CH2:15]2)[C:7]=1[O:8][C:7](=[O:8])[CH3:6])(=[O:1])[CH3:3]. The reactants are OC1=C(C=CC(=C1O)CN(CC(=O)O)CC(=O)O)CN(CC(=O)O)CC(=O)O (2,2′,2″,2′″-(2,3-dihydroxy-1,4-phenylene)bis(methylene)bis(azanetriyl)tetraacetic acid), acetyl anhydride. Reported procedure: 2,2′,2″,2′″-(2,3-dihydroxy-1,4-phenylene)bis(methylene)bis(azanetriyl)tetraacetic acid (5 g, 12.5 mmol) was added to acetyl anhydride (10 ml) followed by pyridine (3 ml). The reaction was heated at 70° C. for 5 h. The excess anhydride and pyridine were removed under reduced pressure and the residue was recrystallized in acetyl anhydride. 2.8 g of 3,6-bis((2,6-dioxomorpholino)methyl)-1,2-phenylene diacetate was obtained as white solid (yield: 51%). 3,6-bis((2,6-dioxomorpholino)methyl)-1,2-phenyle... Reaction conditions: temperature 70 celsius. The product is C(C)(=O)OC1=C(C(=CC=C1CN1CC(OC(C1)=O)=O)CN1CC(OC(C1)=O)=O)OC(C)=O (3,6-bis((2,6-dioxomorpholino)methyl)-1,2-phenylene diacetate), solid. The reactants are [Al+3], C1CCOC1, CC(C)(C)OC(=O)N1CCCN(C(=O)c2cc3cc(F)ccc3[nH]2)CC1, [H-], [H-], [H-], [H-], [Li+], [Na+], [Na+], O=S(=O)([O-])[O-]. Yields the product CC(C)(C)OC(=O)N1CCCN(Cc2cc3cc(F)ccc3[nH]2)CC1. As a reaction SMILES: [Al+3:28].[CH2:40]1[O:41][CH2:42][CH2:43][CH2:44]1.[F:1][c:2]1[cH:3][c:4]2[cH:5][c:6]([C:11](=[O:12])[N:13]3[CH2:14][CH2:15][N:16]([C:20](=[O:21])[O:22][C:23]([CH3:24])([CH3:25])[CH3:26])[CH2:17][CH2:18][CH2:19]3)[nH:7][c:8]2[cH:9][cH:10]1.[H-:27].[H-:30].[H-:31].[H-:32].[Li+:29].[Na+:33].[Na+:34].[O-:35][S:36]([O-:37])(=[O:38])=[O:39]>>[F:1][c:2]1[cH:3][c:4]2[cH:5][c:6]([CH2:11][N:13]3[CH2:14][CH2:15][N:16]([C:20](=[O:21])[O:22][C:23]([CH3:24])([CH3:25])[CH3:26])[CH2:17][CH2:18][CH2:19]3)[nH:7][c:8]2[cH:9][cH:10]1.